Dataset: the Open Reaction Database (ORD), a public repository of structured organic reaction records. Task: describe an organic reaction: reactants, conditions, products, and yield Starting materials: ClC=1C=C(C=CC1Cl)C(CC=O)C1N(C(C2=CC=CC=C12)=O)C (3-(3,4-Dichlorophenyl)-3-(2-methyl-3-oxo-2,3-dihydro-1H-isoindol-1-yl)propionaldehyde), COC1=C(C=CC=C1)C1CCNCC1 (4-(2-methoxyphenyl)piperidine). Procedure details: 3-(3,4-Dichlorophenyl)-3-(2-methyl-3-oxo-2,3-dihydro-1H-isoindol-1-yl)propionaldehyde (0.368 g) was coupled to 4-(2-methoxyphenyl)piperidine (0.203 g) by a method similar to that described in Example 8. The reaction product was not purified by chromatography but converted to the corresponding hydrochloride salt as described in Example 8 to afford the desired title compound (0.469 g); mp 175°-182° C.; MS: m/z=523(M+1); NMR(CD3SOCD3): 1.83-1.90 (m,3), 2.05-2.13 (m,2), 2.80 m(1), 3.07 (s,3), 3.57 (... As a reaction SMILES: [Cl:1][C:2]1[CH:3]=[C:4]([CH:9]([CH:13]2[C:21]3[C:16](=[CH:17][CH:18]=[CH:19][CH:20]=3)[C:15](=[O:22])[N:14]2[CH3:23])[CH2:10][CH:11]=O)[CH:5]=[CH:6][C:7]=1[Cl:8].[CH3:24][O:25][C:26]1[CH:31]=[CH:30][CH:29]=[CH:28][C:27]=1[CH:32]1[CH2:37][CH2:36][NH:35][CH2:34][CH2:33]1>>[ClH:1].[Cl:1][C:2]1[CH:3]=[C:4]([CH:9]([CH:13]2[C:21]3[C:16](=[CH:17][CH:18]=[CH:19][CH:20]=3)[C:15](=[O:22])[N:14]2[CH3:23])[CH2:10][CH2:11][N:35]2[CH2:36][CH2:37][CH:32]([C:27]3[CH:28]=[CH:29][CH:30]=[CH:31][C:26]=3[O:25][CH3:24])[CH2:33][CH2:34]2)[CH:5]=[CH:6][C:7]=1[Cl:8] |f:2.3|. Isolated yield 158.5%. Product: Cl.ClC=1C=C(C=CC1Cl)C(CCN1CCC(CC1)C1=C(C=CC=C1)OC)C1N(C(C2=CC=CC=C12)=O)C (3-[1-(3,4-Dichlorophenyl) -3-(4-(2-methoxyphenyl)piperidino)propyl]-2-methyl-2,3-dihydroisoindol-1-one hydrochloride). The reactants are C(C)N1CCC2=C(CC1)N=CC(=N2)N (7-ethyl-6,7,8,9-tetrahydro-5H-pyrazino[2,3-d]azepin-2-ylamine), N(=O)[O-].[Na+] (sodium nitrite), Cl (hydrochloric acid). Reagents/catalysts: [Cu]Br (copper(I)bromide). The solvent is O (water). Run at temperature -5 celsius, time 15 hour. Yields the product ClC=1C=NC2=C(CCN(CC2)CC)N1 (2-chloro-7-ethyl-6,7,8,9-tetrahydro-5H-pyrazino[2,3-d]azepine). Reaction SMILES: [CH2:1]([N:3]1[CH2:9][CH2:8][C:7]2[N:10]=[CH:11][C:12](N)=[N:13][C:6]=2[CH2:5][CH2:4]1)[CH3:2].N([O-])=O.[Na+].[ClH:19]>O.[Cu]Br>[Cl:19][C:12]1[CH:11]=[N:10][C:7]2[CH2:8][CH2:9][N:3]([CH2:1][CH3:2])[CH2:4][CH2:5][C:6]=2[N:13]=1 |f:1.2|. Procedure: 26.5 g of 7-ethyl-6,7,8,9-tetrahydro-5H-pyrazino[2,3-d]azepin-2-ylamine (U.S. Pat. No. 4,409,220) are suspended in 130 ml conc. hydrochloric acid, mixed with 0.1 g copper(I)bromide and cooled to −5° C. A suspension of 11 g sodium nitrite in 14 ml of water is slowly added dropwise. The reaction mixture is stirred for 15 hours at ambient temperature and evaporated almost to dryness. The residue is slowly added to ice water and potassium carbonate. The product is extracted with dichloromethane and ... Starting materials: O=CC(=O)O, O=C([O-])[O-], Cc1cccc(CC#N)c1, CO, [K+], [K+], O. Product: Cc1cccc(C(C#N)=CC(=O)[O-])c1, [K+]. Reaction SMILES: [C:12]([CH:13]=[O:14])(=[O:15])[OH:16].[C:17](=[O:18])([O-:19])[O-:20].[CH3:1][c:2]1[cH:3][c:4]([CH2:8][C:9]#[N:10])[cH:5][cH:6][cH:7]1.[CH3:23][OH:24].[K+:21].[K+:22].[OH2:11]>>[CH3:1][c:2]1[cH:3][c:4]([C:8]([C:9]#[N:10])=[CH:13][C:12](=[O:15])[O-:16])[cH:5][cH:6][cH:7]1.[K+:21].